This data is from the Open Reaction Database (ORD), a public repository of structured organic reaction records. The task is: describe an organic reaction: reactants, conditions, products, and yield The reactants are C1(CCCC1)OC1=C(C(=O)O)C=C(C=C1)S(=O)(=O)C (2-cyclopentyloxy-5-methanesulfonyl-benzoic acid), Cl.C(C)S(=O)(=O)C=1C=CC2=C(N=C(O2)N2CCNCC2)C1 (5-ethanesulfonyl-2-piperazin-1-yl-benzoxazole hydrochloride). Product: C1(CCCC1)OC1=C(C=C(C=C1)S(=O)(=O)C)C(=O)N1CCN(CC1)C=1OC2=C(N1)C=C(C=C2)S(=O)(=O)CC ((2-Cyclopentyloxy-5-methanesulfonyl-phenyl)-[4-(5-ethanesulfonyl-benzoxazol-2-yl)-piperazin-1-yl]-methanone). RXN SMILES: [CH:1]1([O:6][C:7]2[CH:15]=[CH:14][C:13]([S:16]([CH3:19])(=[O:18])=[O:17])=[CH:12][C:8]=2[C:9]([OH:11])=O)[CH2:5][CH2:4][CH2:3][CH2:2]1.Cl.[CH2:21]([S:23]([C:26]1[CH:27]=[CH:28][C:29]2[O:33][C:32]([N:34]3[CH2:39][CH2:38][NH:37][CH2:36][CH2:35]3)=[N:31][C:30]=2[CH:40]=1)(=[O:25])=[O:24])[CH3:22]>>[CH:1]1([O:6][C:7]2[CH:15]=[CH:14][C:13]([S:16]([CH3:19])(=[O:18])=[O:17])=[CH:12][C:8]=2[C:9]([N:37]2[CH2:38][CH2:39][N:34]([C:32]3[O:33][C:29]4[CH:28]=[CH:27][C:26]([S:23]([CH2:21][CH3:22])(=[O:25])=[O:24])=[CH:40][C:30]=4[N:31]=3)[CH2:35][CH2:36]2)=[O:11])[CH2:2][CH2:3][CH2:4][CH2:5]1 |f:1.2|. Procedure details: Prepared in analogy to example 1.1 b) from 2-cyclopentyloxy-5-methanesulfonyl-benzoic acid (Example 2.3) and 5-ethanesulfonyl-2-piperazin-1-yl-benzoxazole hydrochloride. The crude material was purified by chromatography (SiO2, ethyl acetate) to yield the title compound as a colorless solid. The reactants are BrCCCBr, [Li]CCCC, CCCCCC, CN(C)P(=O)(N(C)C)N(C)C, C#CCOC1CCCCO1, C1CCOC1, O. Product: BrCCCC#CCOC1CCCCO1. Reaction SMILES: [Br:33][CH2:34][CH2:35][CH2:36][Br:37].[CH2:17]([Li:18])[CH2:19][CH2:20][CH3:21].[CH3:11][CH2:12][CH2:13][CH2:14][CH2:15][CH3:16].[CH3:22][N:23]([CH3:24])[P:25](=[O:26])([N:27]([CH3:28])[CH3:29])[N:30]([CH3:31])[CH3:32].[O:1]1[CH:2]([O:7][CH2:8][C:9]#[CH:10])[CH2:3][CH2:4][CH2:5][CH2:6]1.[O:38]1[CH2:39][CH2:40][CH2:41][CH2:42]1.[OH2:43]>>[O:1]1[CH:2]([O:7][CH2:8][C:9]#[C:10][CH2:36][CH2:35][CH2:34][Br:33])[CH2:3][CH2:4][CH2:5][CH2:6]1. Reactants: O=C([O-])[O-], CCOC(C)=O, CC1(C)CO1, [K+], [K+], O=[N+]([O-])c1cc[nH]n1, CN(C)C=O, O. The product is CC(C)(O)Cn1ccc([N+](=O)[O-])n1. RXN SMILES: [C:14](=[O:15])([O-:16])[O-:17].[CH3:25][CH2:26][O:27][C:28](=[O:29])[CH3:30].[CH3:9][C:10]1([CH3:13])[O:11][CH2:12]1.[K+:18].[K+:19].[N+:1](=[O:2])([O-:3])[c:4]1[n:5][nH:6][cH:7][cH:8]1.[O:20]=[CH:21][N:22]([CH3:23])[CH3:24].[OH2:31]>>[N+:1](=[O:2])([O-:3])[c:4]1[n:5][n:6]([CH2:12][C:10]([CH3:9])([OH:11])[CH3:13])[cH:7][cH:8]1. Reactants: O=C([O-])[O-], CC1CCNCC1, CN(C)C=O, Fc1ccc2c(CCCCl)noc2c1, [I-], [K+], [K+], [K+]. Product: CC1CCN(CCCc2noc3cc(F)ccc23)CC1, Cl. As a reaction SMILES: [C:22](=[O:23])([O-:24])[O-:25].[CH3:15][CH:16]1[CH2:17][CH2:18][NH:19][CH2:20][CH2:21]1.[CH3:30][N:31]([CH3:32])[CH:33]=[O:34].[Cl:1][CH2:2][CH2:3][CH2:4][c:5]1[n:6][o:7][c:8]2[c:9]1[cH:10][cH:11][c:12]([F:14])[cH:13]2.[I-:29].[K+:26].[K+:27].[K+:28]>>[CH2:2]([CH2:3][CH2:4][c:5]1[n:6][o:7][c:8]2[c:9]1[cH:10][cH:11][c:12]([F:14])[cH:13]2)[N:19]1[CH2:18][CH2:17][CH:16]([CH3:15])[CH2:21][CH2:20]1.[ClH:1].